Dataset: the Open Reaction Database (ORD), a public repository of structured organic reaction records. Task: describe an organic reaction: reactants, conditions, products, and yield Starting materials: Cc1ccccc1, O=C(c1ccc(Cl)cc1)c1c(Cl)cc(CO)cc1Cl, [N-]=[N+]=NP(=O)(c1ccccc1)c1ccccc1. Yields the product [N-]=[N+]=NCc1cc(Cl)c(C(=O)c2ccc(Cl)cc2)c(Cl)c1. Reaction SMILES: [CH3:37][c:38]1[cH:39][cH:40][cH:41][cH:42][cH:43]1.[Cl:1][c:2]1[cH:3][c:4]([CH2:5][OH:6])[cH:7][c:8]([Cl:19])[c:9]1[C:10]([c:11]1[cH:12][cH:13][c:14]([Cl:17])[cH:15][cH:16]1)=[O:18].[c:20]1([P:21]([c:22]2[cH:23][cH:24][cH:25][cH:26][cH:27]2)(=[O:28])[N:34]=[N+:35]=[N-:36])[cH:29][cH:30][cH:31][cH:32][cH:33]1>>[Cl:1][c:2]1[cH:3][c:4]([CH2:5][N:34]=[N+:35]=[N-:36])[cH:7][c:8]([Cl:19])[c:9]1[C:10]([c:11]1[cH:12][cH:13][c:14]([Cl:17])[cH:15][cH:16]1)=[O:18].